Dataset: the Open Reaction Database (ORD), a public repository of structured organic reaction records. Task: describe an organic reaction: reactants, conditions, products, and yield Starting materials: CCCCCCCC(=O)[O-], CC(C)(C[Sn](Cl)(CC(C)(C)c1ccccc1)CC(C)(C)c1ccccc1)c1ccccc1, CC(C)O, [Na+]. The product is CCCCCCCC(=O)[O-], CC(C)(C[Sn+](CC(C)(C)c1ccccc1)CC(C)(C)c1ccccc1)c1ccccc1. Reaction SMILES: [C:1]([CH2:2][CH2:3][CH2:4][CH2:5][CH2:6][CH2:7][CH3:8])(=[O:9])[O-:10].[CH3:12][C:13]([CH2:14][Sn:15]([CH2:16][C:17]([c:18]1[cH:19][cH:20][cH:21][cH:22][cH:23]1)([CH3:24])[CH3:25])([CH2:26][C:27]([c:28]1[cH:29][cH:30][cH:31][cH:32][cH:33]1)([CH3:34])[CH3:35])[Cl:36])([c:37]1[cH:38][cH:39][cH:40][cH:41][cH:42]1)[CH3:43].[CH:44]([OH:45])([CH3:46])[CH3:47].[Na+:11]>>[C:1]([CH2:2][CH2:3][CH2:4][CH2:5][CH2:6][CH2:7][CH3:8])(=[O:9])[O-:10].[CH3:12][C:13]([CH2:14][Sn+:15]([CH2:16][C:17]([c:18]1[cH:19][cH:20][cH:21][cH:22][cH:23]1)([CH3:24])[CH3:25])[CH2:26][C:27]([c:28]1[cH:29][cH:30][cH:31][cH:32][cH:33]1)([CH3:34])[CH3:35])([c:37]1[cH:38][cH:39][cH:40][cH:41][cH:42]1)[CH3:43]. Starting materials: C1(CC1)C(=O)C1=C(C=CC=C1O)O (cyclopropyl-(2,6-dihydroxy-phenyl)-methanone), C([O-])([O-])=O.[K+].[K+] (potassium carbonate), C(C)OC(CBr)=O (bromoacetic acid ethyl ester). Run in C(C)(=O)OCC (ethyl acetate), CC(=O)C (acetone). The product is C(C)OC(COC1=C(C(=CC=C1)O)C(=O)C1CC1)=O ((2-cyclopropanecarbonyl-3-hydroxy-phenoxy)-acetic acid ethyl ester). RXN SMILES: [CH:1]1([C:4]([C:6]2[C:11]([OH:12])=[CH:10][CH:9]=[CH:8][C:7]=2[OH:13])=[O:5])[CH2:3][CH2:2]1.C(=O)([O-])[O-].[K+].[K+].[CH2:20]([O:22][C:23](=[O:26])[CH2:24]Br)[CH3:21]>CC(C)=O.C(OCC)(=O)C>[CH2:20]([O:22][C:23](=[O:26])[CH2:24][O:13][C:7]1[CH:8]=[CH:9][CH:10]=[C:11]([OH:12])[C:6]=1[C:4]([CH:1]1[CH2:2][CH2:3]1)=[O:5])[CH3:21] |f:1.2.3|. Procedure: To a mixture of cyclopropyl-(2,6-dihydroxy-phenyl)-methanone (398 mg) and potassium carbonate (500 mg) in acetone (5 ml) was added bromoacetic acid ethyl ester (300 μl) at room temperature. The suspension was heated to reflux for 1.5 hours and diluted with ethyl acetate (10 ml), washed with diluted hydrochloric acid (5 ml) and brine (5 ml), dried over anhydrous sodium sulfate, then concentrated in vacuo. The mixture was purified by silica gel column chromatography developed by hexane-ethyl aceta... Yields the product CNC(=O)C=1C=C(C=CC1)NC(=O)NC1=CC=CC=C1 (1-(3-Methylcarbamoylphenyl)-3-phenylurea). RXN SMILES: [C:1]1([N:7]=[C:8]=[O:9])[CH:6]=[CH:5][CH:4]=[CH:3][CH:2]=1.[NH2:10][C:11]1[CH:12]=[C:13]([CH:18]=[CH:19][CH:20]=1)C(C[NH-])=O.Cl.[CH3:22][N:23](C)[CH:24]=[O:25]>>[CH3:22][NH:23][C:24]([C:3]1[CH:2]=[C:1]([NH:7][C:8]([NH:10][C:11]2[CH:20]=[CH:19][CH:18]=[CH:13][CH:12]=2)=[O:9])[CH:6]=[CH:5][CH:4]=1)=[O:25]. Reactants: C1(=CC=CC=C1)N=C=O (Phenylisocyanate), NC=1C=C(C(=O)C[NH-])C=CC1 (3-aminobenzoylmethylamide), CN(C=O)C (dimethylformamide), Cl (hydrochloric acid). Yield: 90.0%. Run at time 6 hour. Reported procedure: Phenylisocyanate (209 mg) and 3-aminobenzoylmethylamide (239 mg) were dissolved in dimethylformamide (2 ml). After starring for 6 hours at room temperature, dilute hydrochloric acid (15 ml) was added. The obtained crystals were filtered and washed with water to obtain crude crystals. The crude crystals were dried under reduced pressure and added to ethyl acetate (8 ml), and the mixture was heated under reflux for 10 minutes. The mixture was cooled to room temperature, and the crystals were colle... Starting materials: CCOC(=O)OC(C)OC(=O)c1c(CC)c2nc(CC)nn2n1Cc1ccc(-c2ccccc2-c2nnnn2C(c2ccccc2)(c2ccccc2)c2ccccc2)cc1, CO, CC(=O)O. The product is CCOC(=O)OC(C)OC(=O)c1c(CC)c2nc(CC)nn2n1Cc1ccc(-c2ccccc2-c2nnn[nH]2)cc1. RXN SMILES: [CH2:1]([CH3:2])[c:3]1[n:4][c:5]2[n:6]([n:7]1)[n:8]([CH2:24][c:25]1[cH:26][cH:27][c:28](-[c:31]3[c:32](-[c:37]4[n:38][n:39][n:40][n:41]4[C:42]([c:43]4[cH:44][cH:45][cH:46][cH:47][cH:48]4)([c:49]4[cH:50][cH:51][cH:52][cH:53][cH:54]4)[c:55]4[cH:56][cH:57][cH:58][cH:59][cH:60]4)[cH:33][cH:34][cH:35][cH:36]3)[cH:29][cH:30]1)[c:9]([C:13](=[O:14])[O:15][CH:16]([CH3:17])[O:18][C:19](=[O:20])[O:21][CH2:22][CH3:23])[c:10]2[CH2:11][CH3:12].[CH3:61][OH:62].[CH3:63][C:64](=[O:65])[OH:66]>>[CH2:1]([CH3:2])[c:3]1[n:4][c:5]2[n:6]([n:7]1)[n:8]([CH2:24][c:25]1[cH:26][cH:27][c:28](-[c:31]3[c:32](-[c:37]4[n:38][n:39][n:40][nH:41]4)[cH:33][cH:34][cH:35][cH:36]3)[cH:29][cH:30]1)[c:9]([C:13](=[O:14])[O:15][CH:16]([CH3:17])[O:18][C:19](=[O:20])[O:21][CH2:22][CH3:23])[c:10]2[CH2:11][CH3:12].